From a dataset of the Open Reaction Database (ORD), a public repository of structured organic reaction records. describe an organic reaction: reactants, conditions, products, and yield Conditions: temperature 60 celsius. Reaction SMILES: [N:1]1[CH:6]=[CH:5][CH:4]=[CH:3][C:2]=1[C:7]1[C:12]2[N:13]=[CH:14][CH:15]=[CH:16][C:11]=2[C:10](=[O:17])[NH:9][N:8]=1.[CH2:18](Br)[CH3:19].C(=O)([O-])[O-].[K+].[K+].C1C(O)=CC(O)=C(C2C(=O)C3C(=CC(O)=C(CC=C(CO)CO)C=3O)OC=2)C=1>[Cl-].[Na+].O.CN(C)C=O>[CH2:18]([N:9]1[C:10](=[O:17])[C:11]2[CH:16]=[CH:15][CH:14]=[N:13][C:12]=2[C:7]([C:2]2[CH:3]=[CH:4][CH:5]=[CH:6][N:1]=2)=[N:8]1)[CH3:19] |f:2.3.4,6.7.8|. Procedure: A mixture of 8-(pyridin-2-yl)pyrido[2,3-d]pyridazin-5(6H)-one 8 (50 mg, 0.22 mmol), ethyl bromide (20 μL, 0.27 mmol), potassium carbonate (303 mg, 2.2 mmol), and dimethylformamide (1.5 mL) was heated in a sealed tube at 60° C. for 30 minutes. After cooling to ambient temperature, the reaction mixture was poured into 15 mL of saturated brine and extracted with 3×20 mL of ethyl acetate. The combined organic extracts were dried over anhydrous sodium sulfate, filtered and concentrated under reduced ... Solvent: [Cl-].[Na+].O (brine), CN(C=O)C (dimethylformamide). The reactants are C1=CC(=C(C=C1O)O)C2=COC3=CC(=C(C(=C3C2=O)O)CC=C(CO)CO)O (RL-6), N1=C(C=CC=C1)C1=NNC(C2=C1N=CC=C2)=O (8-(pyridin-2-yl)pyrido[2,3-d]pyridazin-5(6H)-one), C(C)Br (ethyl bromide), C([O-])([O-])=O.[K+].[K+] (potassium carbonate). Yield: 86.4%. Product: C(C)N1N=C(C2=C(C1=O)C=CC=N2)C2=NC=CC=C2 (6-ethyl-8-(pyridin-2-yl)pyrido[2,3-d]pyridazin-5(6H)-one). Reactants: BrCCOc1ccc(I)cc1, CCCCCCCCCCCCN, CCN(C(C)C)C(C)C, CC(C)O, [I-], [Na+]. Product: CCCCCCCCCCCCNCCOc1ccc(I)cc1. RXN SMILES: [Br:25][CH2:26][CH2:27][O:28][c:29]1[cH:30][cH:31][c:32]([I:35])[cH:33][cH:34]1.[CH2:1]([CH2:2][CH2:3][CH2:4][CH2:5][CH2:6][CH2:7][CH2:8][CH2:9][CH2:10][CH2:11][CH3:12])[NH2:13].[CH:14]([N:15]([CH:16]([CH3:17])[CH3:18])[CH2:19][CH3:20])([CH3:21])[CH3:22].[CH:36]([OH:37])([CH3:38])[CH3:39].[I-:24].[Na+:23]>>[CH2:1]([CH2:2][CH2:3][CH2:4][CH2:5][CH2:6][CH2:7][CH2:8][CH2:9][CH2:10][CH2:11][CH3:12])[NH:13][CH2:26][CH2:27][O:28][c:29]1[cH:30][cH:31][c:32]([I:35])[cH:33][cH:34]1. Product: O=Cc1ccc(OC(F)F)c(OCC2CC2)c1. Starting materials: BrCC1CC1, O=C([O-])[O-], O=Cc1ccc(OC(F)F)c(O)c1, [K+], [K+], C1CCOC1. RXN SMILES: [Br:20][CH2:21][CH:22]1[CH2:23][CH2:24]1.[C:14](=[O:15])([O-:16])[O-:17].[F:1][CH:2]([O:3][c:4]1[c:5]([OH:12])[cH:6][c:7]([CH:8]=[O:9])[cH:10][cH:11]1)[F:13].[K+:18].[K+:19].[O:25]1[CH2:26][CH2:27][CH2:28][CH2:29]1>>[F:1][CH:2]([O:3][c:4]1[c:5]([O:12][CH2:21][CH:22]2[CH2:23][CH2:24]2)[cH:6][c:7]([CH:8]=[O:9])[cH:10][cH:11]1)[F:13]. Reactants: COc1ccc2c(c1)C(=O)OC2=O, CC(=O)O, Cl, O, NNc1ccncc1. Product: COc1ccc2c(c1)C(=O)N(Nc1ccncc1)C2=O. Reaction SMILES: [CH3:1][O:2][c:3]1[cH:4][c:5]2[c:9]([cH:10][cH:11]1)[C:8](=[O:12])[O:7][C:6]2=[O:13].[CH3:23][C:24](=[O:25])[OH:26].[ClH:14].[OH2:27].[n:15]1[cH:16][cH:17][c:18]([NH:21][NH2:22])[cH:19][cH:20]1>>[CH3:1][O:2][c:3]1[cH:4][c:5]2[c:9]([cH:10][cH:11]1)[C:8](=[O:12])[N:22]([NH:21][c:18]1[cH:17][cH:16][n:15][cH:20][cH:19]1)[C:6]2=[O:13]. The reactants are COC(=O)C1CC1C(=O)c1ccc(Br)cc1, O=C([O-])[O-], CCOC(C)=O, CCO, Cc1ccccc1, ClCCl, Nc1ccc(B(O)O)cc1, [Na+], [Na+]. The product is COC(=O)C1CC1C(=O)c1ccc(-c2ccc(N)cc2)cc1. As a reaction SMILES: [Br:1][c:2]1[cH:3][cH:4][c:5]([C:6](=[O:7])[CH:8]2[CH:9]([C:11](=[O:12])[O:13][CH3:14])[CH2:10]2)[cH:15][cH:16]1.[C:27](=[O:28])([O-:29])[O-:30].[CH3:36][CH2:37][O:38][C:39]([CH3:40])=[O:41].[CH3:42][CH2:43][OH:44].[CH3:45][c:46]1[cH:47][cH:48][cH:49][cH:50][cH:51]1.[Cl:33][CH2:34][Cl:35].[NH2:17][c:18]1[cH:19][cH:20][c:21]([B:24]([OH:25])[OH:26])[cH:22][cH:23]1.[Na+:31].[Na+:32]>>[c:2]1(-[c:21]2[cH:20][cH:19][c:18]([NH2:17])[cH:23][cH:22]2)[cH:3][cH:4][c:5]([C:6](=[O:7])[CH:8]2[CH:9]([C:11](=[O:12])[O:13][CH3:14])[CH2:10]2)[cH:15][cH:16]1. The reactants are [Br-], COC(=O)CC(C)=O, CC(=O)[O-], COc1cccc(SC(C)CC=O)c1, CCCC[N+](CCCC)(CCCC)CCCC, Cc1ccccc1, Cl, [K+], [Na+], [OH-], O. Product: COc1cccc(SC(C)CC(O)CC(C)=O)c1. RXN SMILES: [Br-:32].[C:1]([CH2:2][C:3](=[O:4])[CH3:5])([O:6][CH3:7])=[O:8].[CH3:13][C:14](=[O:15])[O-:16].[CH3:17][O:18][c:19]1[cH:20][c:21]([S:25][CH:26]([CH2:27][CH:28]=[O:29])[CH3:30])[cH:22][cH:23][cH:24]1.[CH3:33][CH2:34][CH2:35][CH2:36][N+:37]([CH2:38][CH2:39][CH2:40][CH3:41])([CH2:42][CH2:43][CH2:44][CH3:45])[CH2:46][CH2:47][CH2:48][CH3:49].[CH3:50][c:51]1[cH:52][cH:53][cH:54][cH:55][cH:56]1.[ClH:11].[K+:12].[Na+:10].[OH-:9].[OH2:31]>>[CH2:2]([C:3](=[O:4])[CH3:5])[CH:28]([CH2:27][CH:26]([S:25][c:21]1[cH:20][c:19]([O:18][CH3:17])[cH:24][cH:23][cH:22]1)[CH3:30])[OH:29]. Reactants: [O-]S(=O)(=O)[O-].[Mg+2] (MgSO4), N1=CC=CC2=CC=C3C=CC=NC3=C12 (1,10-phenanthroline), C(CCC)[Li] (n-butyllithium), C(CCCC)(=O)Cl (valeroyl chloride), Cl (HCl), C(CCC)[Li] (n-butyllithium). Run in C1CCOC1 (THF), hexanes, C1CCOC1 (THF), O (water), hexanes. Conditions: temperature -78 celsius, time 10 minute. Yields the product O=C(CC#N)CCCC (3-OXOHEPTANENITRILE). The yield is 60.0%. As a reaction SMILES: [O-]S([O-])(=O)=O.[Mg+2].[N:7]1C2[C:11](=[CH:12][CH:13]=[C:14]3C=2N=CC=C3)[CH:10]=[CH:9][CH:8]=1.C([Li])CCC.C(Cl)(=[O:31])CCCC.Cl>C1COCC1.O>[O:31]=[C:10]([CH2:11][CH2:12][CH2:13][CH3:14])[CH2:9][C:8]#[N:7] |f:0.1|. Reported procedure: To a mechanically stirred solution of 14.3 g MgSO4 -dried cyanoacetic acid and ~100 mg 1,10-phenanthroline in 500 mL THF at -78° C. was added 60 mL 2.5M n-butyllithium in hexanes (~one half of the total). The indicator color persisted at this point. The solution was warmed to -5° to +5° C. after which the indicator color disappeared. Another 55 mL 2.5M n-butyllithium in hexanes was added until the indicator color again persisted. The mixture was cooled to -78° C. then 10.0 mL valeroyl chloride i...